From a dataset of the Open Reaction Database (ORD), a public repository of structured organic reaction records. describe an organic reaction: reactants, conditions, products, and yield Starting materials: COC1=CC=CC=CC1=O (2-methoxytropone), NC(=S)N (thiourea), solution, C[O-].[Na+] (sodium methoxide), C(C)(=O)O (acetic acid). RXN SMILES: CO[C:3]1[C:9](=O)[CH:8]=[CH:7][CH:6]=[CH:5][CH:4]=1.[NH2:11][C:12]([NH2:14])=[S:13].C[O-].[Na+].C(O)(=O)C>CO>[SH:13][C:12]1[N:11]=[C:3]2[CH:4]=[CH:5][CH:6]=[CH:7][CH:8]=[C:9]2[N:14]=1 |f:2.3|. Run in CO (methanol), CO (methanol). Yields the product SC=1N=C2C(N1)=CC=CC=C2 (2-mercaptocycloheptimidazole). Reaction conditions: time 30 minute. Reported procedure: According to the method disclosed in Journal of the American Chemical Society, vol. 76, pages 3352 and 3353 (1954), 150 g of 2-methoxytropone and 84 g of thiourea were added to 255 g of a solution of 28% sodium methoxide in methanol, and stirred at room temperature for 30 minutes. Further, 600 ml of methanol was added thereto and acetic acid was added until pH of the solution becomes around 5. Deposited crystals were filtered and washed with methanol. The obtained crystals were added to 1 l of m... The reactants are CC(=O)O, Nc1ccc(Cl)nn1, Sc1nnc2ccccn12. Product: Nc1ccc(Sc2nnc3ccccn23)nn1. As a reaction SMILES: [CH3:19][C:20](=[O:21])[OH:22].[Cl:11][c:12]1[cH:13][cH:14][c:15]([NH2:18])[n:16][n:17]1.[n:1]1[n:2][c:3]([SH:10])[n:4]2[c:5]1[cH:6][cH:7][cH:8][cH:9]2>>[n:1]1[n:2][c:3]([S:10][c:12]2[cH:13][cH:14][c:15]([NH2:18])[n:16][n:17]2)[n:4]2[c:5]1[cH:6][cH:7][cH:8][cH:9]2. The reactants are C(C)(C)(C)OC(NC1=C(N=C(S1)C)C1=C(C=CC=C1)C)=O ((2-methyl-4-o-tolyl-thiazol-5-yl)-carbamic acid tert-butyl ester), FC(C(=O)O)(F)F (trifluoroacetic acid). Solvent: ClCCl (dichloromethane). The product is CC=1SC(=C(N1)C1=C(C=CC=C1)C)N (2-methyl-4-o-tolyl-thiazol-5-ylamine). Yield: 27.1%. As a reaction SMILES: C(OC(=O)[NH:7][C:8]1[S:12][C:11]([CH3:13])=[N:10][C:9]=1[C:14]1[CH:19]=[CH:18][CH:17]=[CH:16][C:15]=1[CH3:20])(C)(C)C.FC(F)(F)C(O)=O>ClCCl>[CH3:13][C:11]1[S:12][C:8]([NH2:7])=[C:9]([C:14]2[CH:19]=[CH:18][CH:17]=[CH:16][C:15]=2[CH3:20])[N:10]=1. Procedure: A solution of (2-methyl-4-o-tolyl-thiazol-5-yl)-carbamic acid tert-butyl ester (340 mg, 1.12 mmol, 1.0 equiv) in dichloromethane (10 mL) was treated with trifluoroacetic acid (0.7 mL, 9.00 mmol, 8.0 equiv) for 24 hours at ambient temperature. The mixture was concentrated under vacuum and the resultant residue dissolved in dichloromethane and washed sequentially with 10% aqueous potassium carbonate solution and saturated aqueous sodium chloride solution. The collected organic was dried over magne... Starting materials: ClC1=C(OC=2C=CC(=C(C(=O)O)C2)[N+](=O)[O-])C=CC(=C1)C(F)(F)F (5-(2-Chloro-4-trifluoromethylphenoxy)-2-nitrobenzoic acid), [OH-].[Na+] (sodium hydroxide). The yield is 105.4%. RXN SMILES: [Cl:1][C:2]1[CH:20]=[C:19]([C:21]([F:24])([F:23])[F:22])[CH:18]=[CH:17][C:3]=1[O:4][C:5]1[CH:6]=[CH:7][C:8]([N+:14]([O-:16])=[O:15])=[C:9]([CH:13]=1)[C:10]([OH:12])=[O:11].[OH-].[Na+:26]>CO>[Cl:1][C:2]1[CH:20]=[C:19]([C:21]([F:22])([F:23])[F:24])[CH:18]=[CH:17][C:3]=1[O:4][C:5]1[CH:6]=[CH:7][C:8]([N+:14]([O-:16])=[O:15])=[C:9]([CH:13]=1)[C:10]([O-:12])=[O:11].[Na+:26] |f:1.2,4.5|. Procedure: 5-(2-Chloro-4-trifluoromethylphenoxy)-2-nitrobenzoic acid (1.7 g, 0.0047 mole) is dissolved in methanol (25 ml) and sodium hydroxide (4.7 ml of 1 N NaOH in methanol, 0.0047 mole) is added rapidly. The solvent is then removed in vacuo to give 1.9 g of product that decomposes at 217° C. The product is ClC1=C(OC=2C=CC(=C(C(=O)[O-])C2)[N+](=O)[O-])C=CC(=C1)C(F)(F)F.[Na+] (Sodium 5-(2-Chloro-4-trifluoromethylphenoxy)-2-nitrobenzoate). Solvent: CO (methanol). Reactants: COCOc1nn(-c2ccccc2)cc1C=O, CCOP(=O)(Cc1csc(C(C)C)n1)OCC, [H-], [Na+], C1CCOC1, O. Product: COCOc1nn(-c2ccccc2)cc1C=Cc1csc(C(C)C)n1. RXN SMILES: [CH3:20][O:21][CH2:22][O:23][c:24]1[n:25][n:26](-[c:31]2[cH:32][cH:33][cH:34][cH:35][cH:36]2)[cH:27][c:28]1[CH:29]=[O:30].[CH:1]([CH3:2])([CH3:3])[c:4]1[s:5][cH:6][c:7]([CH2:9][P:10](=[O:11])([O:12][CH2:13][CH3:14])[O:15][CH2:16][CH3:17])[n:8]1.[H-:18].[Na+:19].[O:38]1[CH2:39][CH2:40][CH2:41][CH2:42]1.[OH2:37]>>[CH:1]([CH3:2])([CH3:3])[c:4]1[s:5][cH:6][c:7]([CH:9]=[CH:29][c:28]2[c:24]([O:23][CH2:22][O:21][CH3:20])[n:25][n:26](-[c:31]3[cH:32][cH:33][cH:34][cH:35][cH:36]3)[cH:27]2)[n:8]1. Yields the product C(C)(C)(C)C=1N=C(C2=C(N1)N(N=N2)CC2=C(C=CC=C2)Cl)N2C[C@@H](CCC2)O ((R)-1-[5-tert-Butyl-3-(2-chloro-benzyl)-3H-[1,2,3]triazolo[4,5-d]pyrimidin-7-yl]-piperidin-3-ol), gum. Starting materials: C(C)(C)(C)C=1N=C(C2=C(N1)N(N=N2)CC2=C(C=CC=C2)Cl)N2CCOCC2 (5-tert-Butyl-3-(2-chloro-benzyl)-7-morpholin-4-yl-3H-[1,2,3]triazolo[4,5-d]pyrimidine), C(C)(C)(C)C=1N=C(C2=C(N1)N(N=N2)CC2=C(C=CC=C2)Cl)Cl (5-tert-butyl-7-chloro-3-(2-chlorobenzyl)-3H-[1,2,3]triazolo[4,5-d]pyrimidine), Cl.N1C[C@@H](CCC1)O ((R)-piperidin-3-ol hydrochloride). Procedure: In analogy to the procedure described for the synthesis of 5-tert-butyl-3-(2-chloro-benzyl)-7-morpholin-4-yl-3H-[1,2,3]triazolo[4,5-d]pyrimidine (example 1, step c), the title compound was prepared from 5-tert-butyl-7-chloro-3-(2-chlorobenzyl)-3H-[1,2,3]triazolo[4,5-d]pyrimidine and (R)-piperidin-3-ol hydrochloride and isolated as colorless gum (8.3 mg, 44%). MS (m/e): 401.4 (MH+). Isolated yield 44.0%. RXN SMILES: [C:1]([C:5]1[N:6]=[C:7]([N:22]2[CH2:27][CH2:26][O:25][CH2:24][CH2:23]2)[C:8]2[N:13]=[N:12][N:11]([CH2:14][C:15]3[CH:20]=[CH:19][CH:18]=[CH:17][C:16]=3[Cl:21])[C:9]=2[N:10]=1)([CH3:4])([CH3:3])[CH3:2].[C:28](C1N=C(Cl)C2N=NN(CC3C=CC=CC=3Cl)C=2N=1)(C)(C)C.Cl.N1CCC[C@@H](O)C1>>[C:1]([C:5]1[N:6]=[C:7]([N:22]2[CH2:27][CH2:26][CH2:28][C@@H:24]([OH:25])[CH2:23]2)[C:8]2[N:13]=[N:12][N:11]([CH2:14][C:15]3[CH:20]=[CH:19][CH:18]=[CH:17][C:16]=3[Cl:21])[C:9]=2[N:10]=1)([CH3:2])([CH3:3])[CH3:4] |f:2.3|. Starting materials: COC(=O)N1CC(C)C(=O)C(C#N)C1, OCCO, O, Cc1ccc(S(=O)(=O)O)cc1. The product is COC1(N2CC(C)C(=O)C(C#N)C2)OCCO1. As a reaction SMILES: [C:1](#[N:2])[CH:3]1[CH2:4][N:5]([C:11](=[O:12])[O:13][CH3:14])[CH2:6][CH:7]([CH3:10])[C:8]1=[O:9].[CH2:26]([CH2:27][OH:28])[OH:29].[OH2:30].[c:15]1([CH3:16])[cH:17][cH:18][c:19]([S:20]([OH:21])(=[O:22])=[O:23])[cH:24][cH:25]1>>[C:1](#[N:2])[CH:3]1[CH2:4][N:5]([C:11]2([O:13][CH3:14])[O:28][CH2:27][CH2:26][O:29]2)[CH2:6][CH:7]([CH3:10])[C:8]1=[O:9]. Starting materials: C1(=CC=CC=C1)S (thiophenol), [OH-].[Na+] (sodium hydroxide), C=C(C#N)CCC#N (2-methyleneglutaronitrile). Run at time 18 hour. Product: C1(=CC=CC=C1)SCC(C#N)CCC#N (2-(phenylthiomethyl)glutaronitrile). RXN SMILES: [C:1]1([SH:7])[CH:6]=[CH:5][CH:4]=[CH:3][CH:2]=1.[OH-].[Na+].[CH2:10]=[C:11]([CH2:14][CH2:15][C:16]#[N:17])[C:12]#[N:13]>>[C:1]1([S:7][CH2:10][CH:11]([CH2:14][CH2:15][C:16]#[N:17])[C:12]#[N:13])[CH:6]=[CH:5][CH:4]=[CH:3][CH:2]=1 |f:1.2|. Procedure details: A mixture of thiophenol (3.63 g.), 2N aqueous sodium hydroxide (25 ml.) and 2-methyleneglutaronitrile (3.2 g.) was stirred at room temperature for 18 hours. The mixture was extracted with diethyl ether, and the ether extract washed with water and then dried and evaporated to dryness to give 2-(phenylthiomethyl)glutaronitrile which was used without further purification. Reactants: C(C)OC(=O)C1(CC1)C1=CC=C(C=C1)C1=CC=C(C=C1)C1=C(C(=NO1)C)CC(=O)O (1-[4′-(4-carboxymethyl-3-methyl-isoxazol-5-yl)-biphenyl-4-yl]-cyclopropanecarboxylic acid ethyl ester), FC1=C(CNC)C=CC=C1 ((2-fluoro-benzyl)-methyl-amine). Product: C(C)OC(=O)C1(CC1)C1=CC=C(C=C1)C1=CC=C(C=C1)C1=C(C(=NO1)C)CC(N(C)CC1=C(C=CC=C1)F)=O (1-[4′-(4-{[(2-Fluoro-benzyl)-methyl-carbamoyl]-methyl}-3-methyl-isoxazol-5-yl)-biphenyl-4-yl]-cyclopropanecarboxylic acid ethyl ester). As a reaction SMILES: [CH2:1]([O:3][C:4]([C:6]1([C:9]2[CH:14]=[CH:13][C:12]([C:15]3[CH:20]=[CH:19][C:18]([C:21]4[O:25][N:24]=[C:23]([CH3:26])[C:22]=4[CH2:27][C:28](O)=[O:29])=[CH:17][CH:16]=3)=[CH:11][CH:10]=2)[CH2:8][CH2:7]1)=[O:5])[CH3:2].[F:31][C:32]1[CH:40]=[CH:39][CH:38]=[CH:37][C:33]=1[CH2:34][NH:35][CH3:36]>>[CH2:1]([O:3][C:4]([C:6]1([C:9]2[CH:14]=[CH:13][C:12]([C:15]3[CH:16]=[CH:17][C:18]([C:21]4[O:25][N:24]=[C:23]([CH3:26])[C:22]=4[CH2:27][C:28](=[O:29])[N:35]([CH2:34][C:33]4[CH:37]=[CH:38][CH:39]=[CH:40][C:32]=4[F:31])[CH3:36])=[CH:19][CH:20]=3)=[CH:11][CH:10]=2)[CH2:7][CH2:8]1)=[O:5])[CH3:2]. Procedure: Prepared according to the procedure described in Example 33, Step 4, using 1-[4′-(4-carboxymethyl-3-methyl-isoxazol-5-yl)-biphenyl-4-yl]-cyclopropanecarboxylic acid ethyl ester and (2-fluoro-benzyl)-methyl-amine.